This data is from the Open Reaction Database (ORD), a public repository of structured organic reaction records. The task is: describe an organic reaction: reactants, conditions, products, and yield The reactants are NC1=CC=CC=C1 (aniline), N1CCOCC1 (morpholine), N1CCOCC1 (morpholine), NC1=CC=CC=C1 (aniline), NC=1C=C(C(=CC1)C=CC=1C(=CC(=CC1)N)S(=O)(=O)[O-])S(=O)(=O)[O-].[Na+].[Na+] (disodium 4,4'-diaminostilbene-2,2'-disulfonate), ClC1=NC(=NC(=N1)N1CCOCC1)NC=1C=C(C(=CC1)C=CC=1C(=CC(=CC1)NC1=NC(=NC(=N1)Cl)N1CCOCC1)S(=O)(=O)[O-])S(=O)(=O)[O-].[Na+].[Na+] (disodium 4,4'-bis-(4-chloro-6-morpholino-s-triazin-2-ylamino)-2,2'-stilbene disulfonate), N1=C(Cl)N=C(Cl)N=C1Cl (cyanuric chloride), ClC1=NC(=NC(=N1)Cl)NC=1C=C(C(=CC1)C=CC=1C(=CC(=CC1)NC1=NC(=NC(=N1)Cl)Cl)S(=O)(=O)[O-])S(=O)(=O)[O-].[Na+].[Na+] (disodium 4,4'-bis(4,6-dichloro-s-triazin-2-ylamino)-2,2'-stilbenedisulfonate), ClC1=NC(=NC(=N1)NC1=CC=CC=C1)NC=1C=C(C(=CC1)C=CC=1C(=CC(=CC1)NC1=NC(=NC(=N1)Cl)NC1=CC=CC=C1)S(=O)(=O)[O-])S(=O)(=O)[O-].[Na+].[Na+] (disodium 4,4'-bis(4-chloro-6-anilino-s-triazin-2-ylamino)-2,2'-stilbenedisulfonate). The product is N(C1=CC=CC=C1)C1=NC(=NC(=N1)N1CCOCC1)NC=1C=C(C(=CC1)C=CC=1C(=CC(=CC1)NC1=NC(=NC(=N1)NC1=CC=CC=C1)N1CCOCC1)S(=O)(=O)[O-])S(=O)(=O)[O-].[Na+].[Na+] (disodium 4,4'-bis(4-anilino-6-morpholino-s-triazin-2-ylamino)-2,2'-stilbenedisulfonate). RXN SMILES: [NH2:1][C:2]1[CH:3]=[C:4]([S:21]([O-:24])(=[O:23])=[O:22])[C:5]([CH:8]=[CH:9][C:10]2[C:11]([S:17]([O-:20])(=[O:19])=[O:18])=[CH:12][C:13]([NH2:16])=[CH:14][CH:15]=2)=[CH:6][CH:7]=1.[Na+:25].[Na+].N1C(Cl)=NC(Cl)=NC=1Cl.ClC1N=C(Cl)N=C(NC2C=C(S([O-])(=O)=O)C(C=C[C:53]3[C:54](S([O-])(=O)=O)=[CH:55][C:56]([NH:59][C:60]4[N:65]=[C:64](Cl)[N:63]=[C:62](Cl)[N:61]=4)=[CH:57][CH:58]=3)=CC=2)N=1.[Na+].[Na+].NC1C=CC=CC=1.[NH:85]1[CH2:90][CH2:89][O:88][CH2:87][CH2:86]1.ClC1N=C(NC2C=CC=CC=2)N=C(NC2C=C(S([O-])(=O)=O)C(C=CC3C(S([O-])(=O)=O)=CC(NC4N=C(Cl)N=C(NC5C=CC=CC=5)N=4)=CC=3)=CC=2)N=1.[Na+].[Na+].Cl[C:146]1[N:151]=[C:150]([N:152]2[CH2:157][CH2:156][O:155][CH2:154][CH2:153]2)[N:149]=[C:148]([NH:158][C:159]2[CH:160]=[C:161](S([O-])(=O)=O)[C:162](C=CC3C(S([O-])(=O)=O)=CC(NC4N=C(Cl)N=C(N5CCOCC5)N=4)=CC=3)=[CH:163][CH:164]=2)[N:147]=1.[Na+].[Na+]>>[NH:158]([C:148]1[N:149]=[C:150]([N:152]2[CH2:157][CH2:156][O:155][CH2:154][CH2:153]2)[N:151]=[C:146]([NH:1][C:2]2[CH:3]=[C:4]([S:21]([O-:24])(=[O:23])=[O:22])[C:5]([CH:8]=[CH:9][C:10]3[C:11]([S:17]([O-:20])(=[O:19])=[O:18])=[CH:12][C:13]([NH:16][C:62]4[N:61]=[C:60]([NH:59][C:56]5[CH:57]=[CH:58][CH:53]=[CH:54][CH:55]=5)[N:65]=[C:64]([N:85]5[CH2:90][CH2:89][O:88][CH2:87][CH2:86]5)[N:63]=4)=[CH:14][CH:15]=3)=[CH:6][CH:7]=2)[N:147]=1)[C:159]1[CH:164]=[CH:163][CH:162]=[CH:161][CH:160]=1.[Na+:25].[Na+:25] |f:0.1.2,4.5.6,9.10.11,12.13.14,15.16.17|. Procedure: are known compounds which have valuable properties as fluorescent optical bleaching agents in detergent compositions for the laundering of textile goods. The preparation of these compounds is ordinarily carried out as follows. One molecular proportion of disodium 4,4'-diaminostilbene-2,2'-disulfonate is condensed with two molecular proportions of cyanuric chloride at low temperature (0°-5° C.); then, in the case of the compound of Formula I, one molecular proportion of the resulting disodium 4,4... Starting materials: C(C)O, S(O)(O)(=O)=O, c12c(cccc1)cncc2. Run at temperature 25 celsius, time 18 hour. RXN SMILES: OS(O)(=O)=O.[CH3:1][CH2:2]O.[cH:3]1[cH:12][c:11]([c:6]2[cH:5][cH:4]1)[cH:10][cH:9][n:8][cH:7]2>>[CH3:1][CH2:2][c:7]1[c:6]([c:11]2[cH:10][cH:9][n:8]1)[cH:5][cH:4][cH:3][cH:12]2. Run in CS(=O)C (DMSO). Reagents/catalysts: c1ccc(cc1)-c2c3ccccc3cc4ccccc24 (9-Phenylanthracene), CCOC(=O)C(C)S   (Et2MercapCOOEt), (Ir[dF(5CF3)ppy]2(dtbpy))PF6. The product is CCc1nccc2ccccc12. As a reaction SMILES: [C:43].[CH2:1]([O:2][C:3](=[O:4])[N:11]1[CH2:12][CH2:13][CH:14]([CH2:17][O:18][c:19]2[cH:20][cH:21][c:22]3[c:27]([cH:28]2)[CH2:26][N:25]([C:29](=[O:30])[O:31][C:32]([CH3:33])([CH3:34])[CH3:35])[CH2:24][CH2:23]3)[CH2:15][CH2:16]1)[c:5]1[cH:6][cH:7][cH:8][cH:9][cH:10]1.[CH3:41][OH:42].[O:36]1[CH2:37][CH2:38][CH2:39][CH2:40]1.[Pd:44]>>[NH:11]1[CH2:12][CH2:13][CH:14]([CH2:17][O:18][c:19]2[cH:20][cH:21][c:22]3[c:27]([cH:28]2)[CH2:26][N:25]([C:29](=[O:30])[O:31][C:32]([CH3:33])([CH3:34])[CH3:35])[CH2:24][CH2:23]3)[CH2:15][CH2:16]1. The reactants are C, CC(C)(C)OC(=O)N1CCc2ccc(OCC3CCN(C(=O)OCc4ccccc4)CC3)cc2C1, CO, C1CCOC1, [Pd]. Yields the product CC(C)(C)OC(=O)N1CCc2ccc(OCC3CCNCC3)cc2C1. Reactants: 2-dodecyl- and 4-dodecyl-1,8-dihydroxy-9-(10H)anthracenone, OC1=CC=CC=2CC3=CC=CC(=C3C(C12)=O)O (1,8-dihydroxy-9-(10H)anthracenone). Solvent: C1(=CC=CC=C1)C (toluene). Product: C1(CCCCC1)C1=C(C=2C(C3=C(C=CC=C3CC2C=C1)O)=O)O (2-Cyclohexyl-1,8-dihydroxy-9-(10H)-anthracenone). RXN SMILES: [OH:1][C:2]1[C:15]2[C:14](=[O:16])[C:13]3[C:8](=[CH:9][CH:10]=[CH:11][C:12]=3[OH:17])[CH2:7][C:6]=2[CH:5]=[CH:4][CH:3]=1>C1(C)C=CC=CC=1>[CH:2]1([C:11]2[CH:10]=[CH:9][C:8]3[CH2:7][C:6]4[C:15](=[C:2]([OH:1])[CH:3]=[CH:4][CH:5]=4)[C:14](=[O:16])[C:13]=3[C:12]=2[OH:17])[CH2:15][CH2:6][CH2:5][CH2:4][CH2:3]1. Procedure: Mixture of 2-dodecyl- and 4-dodecyl-1,8-dihydroxy-9-(10H)anthracenone, Rf -value: 0.59 (Merck prepared TLC-plates 60F-254; mobile phase: toluene without chamber saturation). For comparison: Rf -value of 1,8-dihydroxy-9-(10H)anthracenone=0.53 (same conditions). The reactants are ClC1=CC(=NS1)O (5-chloro-3-hydroxyisothiazole), C[Si](OC(=C)C=C)(C)C (2-trimethylsiloxy-1,3-butadiene), C1(O)=CC=C(O)C=C1 (hydroquinone). Run in C1(=CC=CC=C1)C (toluene). The product is O=C(CCN1SC(=CC1=O)Cl)C (2-(3-Oxobutyl)-5-chloro-4-isothiazolin-3-one). Reaction SMILES: [Cl:1][C:2]1[S:6][N:5]=[C:4]([OH:7])[CH:3]=1.C[Si](C)(C)[O:10][C:11]([CH:13]=[CH2:14])=[CH2:12].C1(C=CC(O)=CC=1)O>C1(C)C=CC=CC=1>[O:10]=[C:11]([CH3:12])[CH2:13][CH2:14][N:5]1[C:4](=[O:7])[CH:3]=[C:2]([Cl:1])[S:6]1. Procedure: A solution of 5-chloro-3-hydroxyisothiazole (1.5 g, 0.011 mole), 2-trimethylsiloxy-1,3-butadiene (5.6 g, 0.04 mole) and 0.5 g of hydroquinone in 20 ml of toluene was heated at 80° C. for 96 hours. After cooling, the mixture was concentrated in vacuo. The residual oil was dissolved in diethyl ether and washed with saturated NaHCO3 solution and then with water. After drying (MgSO4) and concentrating the solution, the residual oil was purified by column chromatography on silica gel, using diethyl e... The reactants are Cl (HCl), CCOCC (Et2O), ClC1=NC(=NC=2C(CCCC12)(CCC)CCC)C (4-Chloro-2-methyl-8,8-dipropyl-5,6,7,8-tetrahydroquinazoline), ClC1=C(N)C=CC(=C1)Cl (2,4-dichloroaniline), O.C1(=CC=C(C=C1)S(=O)(=O)O)C (4-toluenesulfonic acid hydrate). Run in CCOC(=O)C (EtOAc), C1(=CC=CC=C1)C (toluene). The product is ClC1=C(C=CC(=C1)Cl)NC1=NC(=NC=2C(CCCC12)(CCC)CCC)C ((2,4-dichlorophenyl)-(2-methyl-8,8-dipropyl-5,6,7,8-tetrahydroquinazolin-4-yl)amine). Yield: 84.3%. RXN SMILES: Cl[C:2]1[C:11]2[CH2:10][CH2:9][CH2:8][C:7]([CH2:15][CH2:16][CH3:17])([CH2:12][CH2:13][CH3:14])[C:6]=2[N:5]=[C:4]([CH3:18])[N:3]=1.[Cl:19][C:20]1[CH:26]=[C:25]([Cl:27])[CH:24]=[CH:23][C:21]=1[NH2:22].O.C1(C)C=CC(S(O)(=O)=O)=CC=1.Cl.CCOCC>C1(C)C=CC=CC=1.CCOC(C)=O>[Cl:19][C:20]1[CH:26]=[C:25]([Cl:27])[CH:24]=[CH:23][C:21]=1[NH:22][C:2]1[C:11]2[CH2:10][CH2:9][CH2:8][C:7]([CH2:15][CH2:16][CH3:17])([CH2:12][CH2:13][CH3:14])[C:6]=2[N:5]=[C:4]([CH3:18])[N:3]=1 |f:2.3|. Reported procedure: 4-Chloro-2-methyl-8,8-dipropyl-5,6,7,8-tetrahydroquinazoline (114 mg, 0.42 mmol), 2,4-dichloroaniline (76 mg, 0.47 mmol), and 4-toluenesulfonic acid hydrate (203 mg, 1.06 mmol) were combined in toluene (4 mL) and heated in an oil bath at 100° for 28 hrs. The mixture was cooled to room temp, diluted with EtOAc (30 mL), washed with sat. NaHCO3 solution, brine and dried over MgSO4. Evaporation afforded 262 mg of crude product which was purified by flash chromatography and eluted with CH2Cl2:hexane ... The reactants are C(C=C)#N (Acrylonitrile), COC1=CC=C(C=C1)C1(CCNCC1)C1=CC=CC=C1 (4-(4-methoxyphenyl)-4-phenylpiperidine). Run in CCO (EtOH). Run at time 1.5 hour. Yields the product COC1=CC=C(C=C1)C1(CCN(CC1)CCC#N)C1=CC=CC=C1 (3-[4-(4-Methoxyphenyl)-4-phenylpiperidin-1-yl]propionitrile). Isolated yield 70.1%. Reaction SMILES: [C:1](#[N:4])[CH:2]=[CH2:3].[CH3:5][O:6][C:7]1[CH:12]=[CH:11][C:10]([C:13]2([C:19]3[CH:24]=[CH:23][CH:22]=[CH:21][CH:20]=3)[CH2:18][CH2:17][NH:16][CH2:15][CH2:14]2)=[CH:9][CH:8]=1>CCO>[CH3:5][O:6][C:7]1[CH:8]=[CH:9][C:10]([C:13]2([C:19]3[CH:24]=[CH:23][CH:22]=[CH:21][CH:20]=3)[CH2:14][CH2:15][N:16]([CH2:3][CH2:2][C:1]#[N:4])[CH2:17][CH2:18]2)=[CH:11][CH:12]=1. Procedure: Acrylonitrile (1.03 mL, 15.7 mmol, 2.50 equiv) was added at 0° C. to a solution of 4-(4-methoxyphenyl)-4-phenylpiperidine (1.68 g, 6.28 mmol, 1.00 equiv) in EtOH (20 mL) and the resulting solution was stirred for 1.5 hours at room temperature. After removal of the solvent, the residue was purified by flash chromatography (SiO2, EtOAc-CHCl3 1:3) to give 1.41 g (70%) of colorless oil, which was characterized spectroscopically. Yields the product FC(C=1N=C(SC1)N1C(NC(C1=O)CC1=CC=CC=C1)=S)(F)F (3-(4-trifluoromethyl-2-thiazolyl)-5-(phenylmethyl)-2-thioxo-4-imidazolidinone). Procedure: A solution of N-[[(4-trifluoromethyl-2-thiazolyl)amino]thioxomethyl]-DL-phenylalanine methyl ester (2.09 g, 5.38 mmol) and p-toluene sulfonic acid hydrate (0.20 g 1.05 mmol) in toluene (80 mL) was refluxed with a Dean-Stark trap for 48 h. The reaction was cooled to room temperature, solvent removed under reduced pressure, residue taken up in ethyl acetate, washed with saturated sodium bicarbonate and saturated sodium chloride, dried over magnesium sulfate, and concentrated under reduced pressure... Run in C1(=CC=CC=C1)C (toluene). The reactants are COC(C(NC(=S)NC=1SC=C(N1)C(F)(F)F)CC1=CC=CC=C1)=O (N-[[(4-trifluoromethyl-2-thiazolyl)amino]thioxomethyl]-DL-phenylalanine methyl ester), O.C1(=CC=C(C=C1)S(=O)(=O)O)C (p-toluene sulfonic acid hydrate). Yield: 52.5%. As a reaction SMILES: CO[C:3](=[O:25])[CH:4]([CH2:18][C:19]1[CH:24]=[CH:23][CH:22]=[CH:21][CH:20]=1)[NH:5][C:6]([NH:8][C:9]1[S:10][CH:11]=[C:12]([C:14]([F:17])([F:16])[F:15])[N:13]=1)=[S:7].O.C1(C)C=CC(S(O)(=O)=O)=CC=1>C1(C)C=CC=CC=1>[F:16][C:14]([F:15])([F:17])[C:12]1[N:13]=[C:9]([N:8]2[C:3](=[O:25])[CH:4]([CH2:18][C:19]3[CH:24]=[CH:23][CH:22]=[CH:21][CH:20]=3)[NH:5][C:6]2=[S:7])[S:10][CH:11]=1 |f:1.2|. The reactants are COC1=C(C=CC(=N1)/C=C(/C(=O)OC(C)(C)C)\C)N1C=NC(=C1)C (tert-butyl (E)-3-[6-methoxy-5-(4-methyl-1H-imidazol-1-yl)pyridin-2-yl]-2-methylacrylate). The solvent is FC(C(=O)O)(F)F (trifluoroacetic acid), C(Cl)Cl (methylene chloride). Conditions: time 3.5 hour. The product is COC1=C(C=CC(=N1)/C=C(/C(=O)O)\C)N1C=NC(=C1)C ((E)-3-[6-methoxy-5-(4-methyl-1H-imidazol-1-yl)pyridin-2-yl]-2-methylacrylic acid). RXN SMILES: [CH3:1][O:2][C:3]1[N:8]=[C:7](/[CH:9]=[C:10](\[CH3:18])/[C:11]([O:13]C(C)(C)C)=[O:12])[CH:6]=[CH:5][C:4]=1[N:19]1[CH:23]=[C:22]([CH3:24])[N:21]=[CH:20]1>FC(F)(F)C(O)=O.C(Cl)Cl>[CH3:1][O:2][C:3]1[N:8]=[C:7](/[CH:9]=[C:10](\[CH3:18])/[C:11]([OH:13])=[O:12])[CH:6]=[CH:5][C:4]=1[N:19]1[CH:23]=[C:22]([CH3:24])[N:21]=[CH:20]1. Reported procedure: A mixture of 6-chloro-2-methoxy-3-(4-methyl-1H-imidazol-1-yl)pyridine (400 mg), an allylpalladium chloride dimer (32.8 mg), tri-o-tolylphosphine (54.4 mg), sodium acetate (441 mg), dimethylacetamide (0.640 mL), tert-butyl methacrylate (0.724 mL) and toluene (2 mL) was stirred in a nitrogen atmosphere at 120° C. for 3.5 hours. The reaction solution was left to cool to room temperature. Then, a silica gel was added and the reaction solution was concentrated under reduced pressure. The residue was ... The product is CCC(C)(C)c1ccc(CC(C)C[N+]2([O-])CCCCC2)cc1. As a reaction SMILES: [C:3]([CH3:4])([CH3:5])([CH2:6][CH3:7])[c:8]1[cH:9][cH:10][c:11]([CH2:14][CH:15]([CH2:16][N:17]2[CH2:18][CH2:19][CH2:20][CH2:21][CH2:22]2)[CH3:23])[cH:12][cH:13]1.[CH:24]([OH:25])([CH3:26])[CH3:27].[OH:1][OH:2].[Pt:28]>>[O-:1][N+:17]1([CH2:16][CH:15]([CH2:14][c:11]2[cH:10][cH:9][c:8]([C:3]([CH3:4])([CH3:5])[CH2:6][CH3:7])[cH:13][cH:12]2)[CH3:23])[CH2:18][CH2:19][CH2:20][CH2:21][CH2:22]1. The reactants are CCC(C)(C)c1ccc(CC(C)CN2CCCCC2)cc1, CC(C)O, OO, [Pt].